This data is from the Open Reaction Database (ORD), a public repository of structured organic reaction records. The task is: describe an organic reaction: reactants, conditions, products, and yield Starting materials: COc1ccc(Br)c2ccsc12, CCOC(C)=O, [Cl-], [Cl-], [Cl-], Cl, N#C[Cu], [Fe+3], CN(C)C=O, O. Yields the product COc1ccc(C#N)c2ccsc12. As a reaction SMILES: [Br:1][c:2]1[cH:3][cH:4][c:5]([O:11][CH3:12])[c:6]2[s:7][cH:8][cH:9][c:10]12.[CH3:27][CH2:28][O:29][C:30](=[O:31])[CH3:32].[Cl-:23].[Cl-:25].[Cl-:26].[ClH:16].[Cu:13][C:14]#[N:15].[Fe+3:24].[O:18]=[CH:19][N:20]([CH3:21])[CH3:22].[OH2:17]>>[c:2]1([C:14]#[N:15])[cH:3][cH:4][c:5]([O:11][CH3:12])[c:6]2[s:7][cH:8][cH:9][c:10]12. Reactants: [OH-].[Na+] (sodium hydroxide), CC=1C=C(C=C(C1)NC1=NC=CC(=N1)C(F)(F)F)C=1C=CC(=NC1)NS(=O)(=O)CC(=O)OC (methyl {[5-(3-methyl-5-{[4-(trifluoromethyl)pyrimidin-2-yl]amino}phenyl)pyridin-2-yl]sulfamoyl}acetate). The solvent is C(C)O (Ethanol). Conditions: time 45 minute. Yields the product CC=1C=C(C=C(C1)NC1=NC=CC(=N1)C(F)(F)F)C=1C=CC(=NC1)NS(=O)(=O)CC(=O)O ({[5-(3-methyl-5-{[4-(trifluoromethyl)pyrimidin-2-yl]amino}phenyl)pyridin-2-yl]sulfamoyl}acetic acid). As a reaction SMILES: [OH-].[Na+].[CH3:3][C:4]1[CH:5]=[C:6]([C:21]2[CH:22]=[CH:23][C:24]([NH:27][S:28]([CH2:31][C:32]([O:34]C)=[O:33])(=[O:30])=[O:29])=[N:25][CH:26]=2)[CH:7]=[C:8]([NH:10][C:11]2[N:16]=[C:15]([C:17]([F:20])([F:19])[F:18])[CH:14]=[CH:13][N:12]=2)[CH:9]=1>C(O)C>[CH3:3][C:4]1[CH:5]=[C:6]([C:21]2[CH:22]=[CH:23][C:24]([NH:27][S:28]([CH2:31][C:32]([OH:34])=[O:33])(=[O:29])=[O:30])=[N:25][CH:26]=2)[CH:7]=[C:8]([NH:10][C:11]2[N:16]=[C:15]([C:17]([F:20])([F:18])[F:19])[CH:14]=[CH:13][N:12]=2)[CH:9]=1 |f:0.1|. Procedure details: Ethanol (1.00 mL) and aqueous sodium hydroxide (1 M, 0.075 mL, 0.075 mmol) were added to methyl {[5-(3-methyl-5-{[4-(trifluoromethyl)pyrimidin-2-yl]amino}phenyl)pyridin-2-yl]sulfamoyl}acetate (TFA salt, 20.0 mg, 0.034 mmol) and stirred at room temperature for 45 minutes. The reaction mixture was concentrated under reduced pressure. The residue was purified by reverse phase chromatography (10-80% acetonitrile in water+0.1% TFA) to give {[5-(3-methyl-5-{[4-(trifluoromethyl)pyrimidin-2-yl]amino}phe...